This data is from the Open Reaction Database (ORD), a public repository of structured organic reaction records. The task is: describe an organic reaction: reactants, conditions, products, and yield Starting materials: [BH4-], CO, Cc1nn(-c2ccccn2)cc1COc1ccc(C=O)cc1, [Na+], C1CCOC1. Yields the product Cc1nn(-c2ccccn2)cc1COc1ccc(CO)cc1. Reaction SMILES: [BH4-:1].[CH3:25][OH:26].[CH3:3][c:4]1[n:5][n:6](-[c:19]2[n:20][cH:21][cH:22][cH:23][cH:24]2)[cH:7][c:8]1[CH2:9][O:10][c:11]1[cH:12][cH:13][c:14]([CH:15]=[O:16])[cH:17][cH:18]1.[Na+:2].[O:27]1[CH2:28][CH2:29][CH2:30][CH2:31]1>>[CH3:3][c:4]1[n:5][n:6](-[c:19]2[n:20][cH:21][cH:22][cH:23][cH:24]2)[cH:7][c:8]1[CH2:9][O:10][c:11]1[cH:12][cH:13][c:14]([CH2:15][OH:16])[cH:17][cH:18]1. Reactants: CS(C)=O, CCOC(=O)c1ccc(Cl)c([N+](=O)[O-])c1, NC1CCCCC1, O. The product is CCOC(=O)c1ccc(NC2CCCCC2)c([N+](=O)[O-])c1. As a reaction SMILES: [CH3:24][S:25]([CH3:26])=[O:27].[Cl:1][c:2]1[c:3]([N+:13](=[O:14])[O-:15])[cH:4][c:5]([C:6](=[O:7])[O:8][CH2:9][CH3:10])[cH:11][cH:12]1.[NH2:16][CH:17]1[CH2:18][CH2:19][CH2:20][CH2:21][CH2:22]1.[OH2:23]>>[c:2]1([NH:16][CH:17]2[CH2:18][CH2:19][CH2:20][CH2:21][CH2:22]2)[c:3]([N+:13](=[O:14])[O-:15])[cH:4][c:5]([C:6](=[O:7])[O:8][CH2:9][CH3:10])[cH:11][cH:12]1. Starting materials: C1CCOC1, CCOC(C)=O, COC(=O)C1CC(F)(F)CN1c1ccc([N+](=O)[O-])c(C(F)(F)F)c1. The product is O=[N+]([O-])c1ccc(N2CC(F)(F)CC2CO)cc1C(F)(F)F. RXN SMILES: [CH2:25]1[O:26][CH2:27][CH2:28][CH2:29]1.[CH3:30][CH2:31][O:32][C:33](=[O:34])[CH3:35].[F:1][C:2]1([F:24])[CH2:3][CH:4]([C:20](=[O:21])[O:22][CH3:23])[N:5]([c:7]2[cH:8][c:9]([C:16]([F:17])([F:18])[F:19])[c:10]([N+:13](=[O:14])[O-:15])[cH:11][cH:12]2)[CH2:6]1>>[F:1][C:2]1([F:24])[CH2:3][CH:4]([CH2:20][OH:21])[N:5]([c:7]2[cH:8][c:9]([C:16]([F:17])([F:18])[F:19])[c:10]([N+:13](=[O:14])[O-:15])[cH:11][cH:12]2)[CH2:6]1. Reactants: solid, BrC1=CC(=CC=2C(=C3N(C12)CCNC3=O)C)F (6-bromo-8-fluoro-10-methyl-3,4-dihydro-2H-pyrazino[1,2-a]indol-1-one), BrC1=CC(=CC=2C(=C3N(C12)CCNC3=O)C)F (6-bromo-8-fluoro-10-methyl-3,4-dihydro-2H-pyrazino[1,2-a]indol-1-one), FC1=NC=CC(=C1)B(O)O (2-fluoro-pyridin-4-ylboronic acid). Yields the product FC1=CC=2C(=C3N(C2C(=C1)C1=CC(=NC=C1)F)CCNC3=O)C (8-Fluoro-6-(2-fluoro-pyridin-4-yl)-10-methyl-3,4-dihydro-2H-pyrazino[1,2-a]indol-1-one). As a reaction SMILES: Br[C:2]1[C:10]2[N:9]3[CH2:11][CH2:12][NH:13][C:14](=[O:15])[C:8]3=[C:7]([CH3:16])[C:6]=2[CH:5]=[C:4]([F:17])[CH:3]=1.[F:18][C:19]1[CH:24]=[C:23](B(O)O)[CH:22]=[CH:21][N:20]=1>>[F:17][C:4]1[CH:3]=[C:2]([C:23]2[CH:22]=[CH:21][N:20]=[C:19]([F:18])[CH:24]=2)[C:10]2[N:9]3[CH2:11][CH2:12][NH:13][C:14](=[O:15])[C:8]3=[C:7]([CH3:16])[C:6]=2[CH:5]=1. Procedure details: The title compound, white solid (63 mg, 80%), MS (ISP) m/z=314.5 [(M+H)+], mp 240° C., was prepared in accordance with the general method of example 1 from 6-bromo-8-fluoro-10-methyl-3,4-dihydro-2H-pyrazino[1,2-a]indol-1-one (intermediate 14) (74.3 mg, 0.25 mmol) and commercially available 2-fluoro-pyridin-4-ylboronic acid (45.8 mg, 0.325 mmol). The reactants are C(C)(C)(C)OC(=O)N1C[C@H]([C@@H](C1)CN(C(C1=CC(=C(C=C1)OC)OCCCOC)=O)C(C)C)C=O ((3S*,4R*)-3-formyl-4-({isopropyl-[4-methoxy-3-(3-methoxy-propoxy)-benzoyl]-amino}-methyl)-pyrrolidine-1-carboxylic acid tert-butyl ester), C(C)(C)N (isopropylamine), [BH4-].[Na+] (NaBH4). Solvent: C(Cl)Cl.CO (CH2Cl2 MeOH), C(Cl)Cl.CO (CH2Cl2 MeOH). Product: C(C)(C)N(C(C1=CC(=C(C=C1)OC)OCCCOC)=O)C[C@@H]1CNC[C@H]1CNC(C)C (N-Isopropyl-N-[(3S*,4S*)-4-(isopropylamino-methyl)-pyrrolidin-3-ylmethyl]-4-methoxy-3-(3-methoxy-propoxy)-benzamide). As a reaction SMILES: C(OC([N:8]1[CH2:12][C@@H:11]([CH2:13][N:14]([CH:31]([CH3:33])[CH3:32])[C:15](=[O:30])[C:16]2[CH:21]=[CH:20][C:19]([O:22][CH3:23])=[C:18]([O:24][CH2:25][CH2:26][CH2:27][O:28][CH3:29])[CH:17]=2)[C@H:10]([CH:34]=O)[CH2:9]1)=O)(C)(C)C.[CH:36]([NH2:39])([CH3:38])[CH3:37].[BH4-].[Na+]>C(Cl)Cl.CO>[CH:31]([N:14]([CH2:13][C@H:11]1[C@H:10]([CH2:34][NH:39][CH:36]([CH3:38])[CH3:37])[CH2:9][NH:8][CH2:12]1)[C:15](=[O:30])[C:16]1[CH:21]=[CH:20][C:19]([O:22][CH3:23])=[C:18]([O:24][CH2:25][CH2:26][CH2:27][O:28][CH3:29])[CH:17]=1)([CH3:33])[CH3:32] |f:2.3,4.5|. Procedure: from (3S*,4R*)-3-formyl-4-({isopropyl-[4-methoxy-3-(3-methoxy-propoxy)-benzoyl]-amino}-methyl)-pyrrolidine-1-carboxylic acid tert-butyl ester (0.75 g, 1.52 mmol), isopropylamine (0.654 mL, 7.61 mmol) and NaBH4 (0.115 g, 3.04 mmol) and purification by flash chromatography on silica gel (CH2Cl2/MeOH 96:4, then CH2Cl2/MeOH (10% NH3 conc.) gradient from 9:1 to 8:2) to give the title compound as colorless oil. MS: 536.4 [M+H]+. tR (HPLC, Nucleosil C18HD column, 5-100% CH3CN/H2O/6 min, 100% CH3CN/2 mi... Reagents/catalysts: O1B(OC(C)(C)C1(C)C)B2OC(C)(C)C(O2)(C)C, N=1C=CC=C2C=CC=3C=CC(=NC3C12)C, C[OH2+].C[OH2+].C1CC=CCCC=C1.C1CC=CCCC=C1.[Ir].[Ir]. The reactants are O=C(OC(C)(C)C)C1CC1. Product: O=C(OC(C)(C)C)C1CC1B2OC(C)(C)C(O2)(C)C. Isolated yield 53.0%. Run in C1CCCCCCC1. Conditions: temperature 100 celsius, time 20 hour. The reactants are C1=CC(=CC2=C1C=NC1=C(S2)C=CC=C1)C(=O)OC (Methyl Dibenzo[b,f][1,4]thiazepin-3-carboxylate), O1CCOCC1 (dioxane), [OH-].[K+] (potassium hydroxide), C(C)O (ethanol). Run in O (water). Run at time 2 hour. Product: C1=CC(=CC2=C1C=NC1=C(S2)C=CC=C1)C(=O)O (Dibenzo[b,f][1,4]thiazepin-3-carboxylic Acid). Reaction SMILES: [CH:1]1[C:6]2[CH:7]=[N:8][C:9]3[CH:15]=[CH:14][CH:13]=[CH:12][C:10]=3[S:11][C:5]=2[CH:4]=[C:3]([C:16]([O:18]C)=[O:17])[CH:2]=1.[OH-].[K+].C(O)C.O1CCOCC1>O>[CH:1]1[C:6]2[CH:7]=[N:8][C:9]3[CH:15]=[CH:14][CH:13]=[CH:12][C:10]=3[S:11][C:5]=2[CH:4]=[C:3]([C:16]([OH:18])=[O:17])[CH:2]=1 |f:1.2|. Procedure: Add 269 mg. (1 mmole) of the ester of Example 9 to a solution of 132 mg. (2 mmole) of 85% aqueous potassium hydroxide in a mixture of 6.5 ml. of ethanol, 0.65 ml. of dioxane and 1.3 ml. of water. Stir at room temperature for 2 hours. Filter and evaporate the solution to a small volume. Dilute with 9 ml. of water and acidify with acetic acid. Filter wash the solids with water and dry. Dissolve the product in 9 ml. of hot tetrahydrofuran, filter and dilute with 9 ml. of methanol. Evaporate to a th... The reactants are COC=1C=C2C(=NC=NC2=CC1OC)OC=1C=C2C=CC=C(C2=CC1)C(=O)O (6-(6,7-dimethoxyquinazolin-4-yloxy)-1-naphthoic acid), NCC=1C=C(C(=O)NC2=C(C=CC=C2)N)C=CC1 (3-(aminomethyl)-N-(2-aminophenyl)benzamide). Yields the product NC1=C(C=CC=C1)NC(=O)C=1C=C(CNC(=O)C2=CC=CC3=CC(=CC=C23)OC2=NC=NC3=CC(=C(C=C23)OC)OC)C=CC1 (N-(3-((2-aminophenyl)carbamoyl)benzyl)-6-(6,7-dimethoxyquinazolin-4-yloxy)-1-naphthamide). The yield is 80.9%. As a reaction SMILES: [CH3:1][O:2][C:3]1[CH:4]=[C:5]2[C:10](=[CH:11][C:12]=1[O:13][CH3:14])[N:9]=[CH:8][N:7]=[C:6]2[O:15][C:16]1[CH:17]=[C:18]2[C:23](=[CH:24][CH:25]=1)[C:22]([C:26](O)=[O:27])=[CH:21][CH:20]=[CH:19]2.[NH2:29][CH2:30][C:31]1[CH:32]=[C:33]([CH:44]=[CH:45][CH:46]=1)[C:34]([NH:36][C:37]1[CH:42]=[CH:41][CH:40]=[CH:39][C:38]=1[NH2:43])=[O:35]>>[NH2:43][C:38]1[CH:39]=[CH:40][CH:41]=[CH:42][C:37]=1[NH:36][C:34]([C:33]1[CH:32]=[C:31]([CH:46]=[CH:45][CH:44]=1)[CH2:30][NH:29][C:26]([C:22]1[C:23]2[C:18](=[CH:17][C:16]([O:15][C:6]3[C:5]4[C:10](=[CH:11][C:12]([O:13][CH3:14])=[C:3]([O:2][CH3:1])[CH:4]=4)[N:9]=[CH:8][N:7]=3)=[CH:25][CH:24]=2)[CH:19]=[CH:20][CH:21]=1)=[O:27])=[O:35]. Procedure details: The title compound (48.5 mg, 81% yield) was prepared as a brown solid from 6-(6,7-dimethoxyquinazolin-4-yloxy)-1-naphthoic acid (37.6 mg, 0.1 mmol) and 3-(aminomethyl)-N-(2-aminophenyl)benzamide (28.9 mg, 0.12 mmol) by an analogous procedure to that described in example 16. LC-MS (m/z) 600 (M+1). Starting materials: Cc1ccccc1, CC(=O)Nc1cc(Cl)ncn1, [K+], [K+], [K+], Cc1cn(-c2cc(NC(=O)c3cccc4cc(O)ccc34)cc(C(F)(F)F)c2)cn1, O=P([O-])([O-])[O-]. As a reaction SMILES: [CH3:50][c:51]1[cH:52][cH:53][cH:54][cH:55][cH:56]1.[Cl:39][c:40]1[cH:41][c:42]([NH:46][C:47]([CH3:48])=[O:49])[n:43][cH:44][n:45]1.[K+:6].[K+:7].[K+:8].[OH:9][c:10]1[cH:11][c:12]2[cH:13][cH:14][cH:15][c:16]([C:20](=[O:21])[NH:22][c:23]3[cH:24][c:25](-[n:33]4[cH:34][n:35][c:36]([CH3:38])[cH:37]4)[cH:26][c:27]([C:29]([F:30])([F:31])[F:32])[cH:28]3)[c:17]2[cH:18][cH:19]1.[P:1]([O-:2])([O-:3])([O-:4])=[O:5]>>[O:9]([c:10]1[cH:11][c:12]2[cH:13][cH:14][cH:15][c:16]([C:20](=[O:21])[NH:22][c:23]3[cH:24][c:25](-[n:33]4[cH:34][n:35][c:36]([CH3:38])[cH:37]4)[cH:26][c:27]([C:29]([F:30])([F:31])[F:32])[cH:28]3)[c:17]2[cH:18][cH:19]1)[c:40]1[cH:41][c:42]([NH:46][C:47]([CH3:48])=[O:49])[n:43][cH:44][n:45]1. Product: CC(=O)Nc1cc(Oc2ccc3c(C(=O)Nc4cc(-n5cnc(C)c5)cc(C(F)(F)F)c4)cccc3c2)ncn1. Procedure details: A 18-mL vial was charged with 2-(5-chloro-2-thienyl)-5-ethyl-6-methyl-N-[4-(4,4,5,5-tetramethyl-1,3,2-dioxaborolan-2-yl)phenyl)pyrimidin-4-amine (10.3 mg, 0.023 mmol) and potassium hydrogen difluoride (40 mg, 0.5 mmol). Water (0.2 ml) and MeOH (1 ml) were added respectively. The resulting mixture was stirred at rt for 1 hr. Then the volatile material was removed under reduced pressure. The residue was treated with trimethylsilyl chloride (0.1 ml) in a mixture of acetonitrile (1 ml) and water (0.... Yields the product ClC1=CC=C(S1)C1=NC(=C(C(=N1)NC1=CC=C(C=C1)B(O)O)CC)C ([4-[[2-(5-Chloro-2-thienyl)-5-ethyl-6-methyl-pyrimidin-4-yl]amino]phenyl]boronic acid). The yield is 23.3%. Run at time 1 hour. Reaction SMILES: [Cl:1][C:2]1[S:6][C:5]([C:7]2[N:12]=[C:11]([NH:13][C:14]3[CH:19]=[CH:18][C:17]([B:20]4[O:24]C(C)(C)C(C)(C)[O:21]4)=[CH:16][CH:15]=3)[C:10]([CH2:29][CH3:30])=[C:9]([CH3:31])[N:8]=2)=[CH:4][CH:3]=1.F.[F-].[K+].O>CO>[Cl:1][C:2]1[S:6][C:5]([C:7]2[N:12]=[C:11]([NH:13][C:14]3[CH:19]=[CH:18][C:17]([B:20]([OH:24])[OH:21])=[CH:16][CH:15]=3)[C:10]([CH2:29][CH3:30])=[C:9]([CH3:31])[N:8]=2)=[CH:4][CH:3]=1 |f:1.2.3|. Starting materials: ClC1=CC=C(S1)C1=NC(=C(C(=N1)NC1=CC=C(C=C1)B1OC(C(O1)(C)C)(C)C)CC)C (2-(5-chloro-2-thienyl)-5-ethyl-6-methyl-N-[4-(4,4,5,5-tetramethyl-1,3,2-dioxaborolan-2-yl)phenyl)pyrimidin-4-amine), F.[F-].[K+] (potassium hydrogen difluoride), O (Water). Run in CO (MeOH).